This data is from the Open Reaction Database (ORD), a public repository of structured organic reaction records. The task is: describe an organic reaction: reactants, conditions, products, and yield Starting materials: N1=CC=CC=C1 (pyridine), P(Cl)(Cl)Cl (PCl3), [Al+3].[Cl-].[Cl-].[Cl-] (AlCl3), FC1=CC=CC=C1 (fluorobenzene). Run at temperature 73 celsius, time 3 hour. Yields the product FC1=CC=C(C=C1)P(Cl)Cl (p-fluorophenyldichlorophosphine). The yield is 46.5%. RXN SMILES: [P:1]([Cl:4])(Cl)[Cl:2].[Al+3].[Cl-].[Cl-].[Cl-].[F:9][C:10]1[CH:15]=[CH:14][CH:13]=[CH:12][CH:11]=1.N1C=CC=CC=1>>[F:9][C:10]1[CH:15]=[CH:14][C:13]([P:1]([Cl:4])[Cl:2])=[CH:12][CH:11]=1 |f:1.2.3.4|. Reported procedure: A mixture of 3.4 mol of PCl3 and 1.2 mol of AlCl3 (98% pure) was placed under an argon atmosphere in a 1 l flask which was provided with a thermostated jacket, mechanical stirring, thermometer and reflux condenser at 73° C. 0.8 mol of fluorobenzene was subsequently added over a period of 30 minutes, with a gentle stream of argon being passed through the reaction flask. The reaction mixture was stirred for 3 hours, cooled to 60° C. and 1.25 mol of pyridine were slowly added over a period of 45 mi... Reactants: CCCc1c(Cc2ccc(-c3ccccc3C#N)cc2)c(=O)n(C2CCC(OC(C)C3(C(C)=O)CCC3)CC2)c2ncnn12, O=C([O-])O, ClC(Cl)Cl, O=C(OC(=O)C(F)(F)F)C(F)(F)F, [Na+], [Na+], [Na+], OO, O=S([O-])([O-])=S. Yields the product CCCc1c(Cc2ccc(-c3ccccc3C#N)cc2)c(=O)n(C2CCC(OC(C)C3(O)CCC3)CC2)c2ncnn12. RXN SMILES: [C:1](=[O:2])([CH3:3])[C:4]1([CH:8]([CH3:9])[O:10][CH:11]2[CH2:12][CH2:13][CH:14]([n:17]3[c:18]4[n:19]([c:20]([CH2:39][CH2:40][CH3:41])[c:21]([CH2:24][c:25]5[cH:26][cH:27][c:28](-[c:31]6[c:32]([C:37]#[N:38])[cH:33][cH:34][cH:35][cH:36]6)[cH:29][cH:30]5)[c:22]3=[O:23])[n:42][cH:43][n:44]4)[CH2:15][CH2:16]2)[CH2:5][CH2:6][CH2:7]1.[C:60](=[O:61])([O-:62])[OH:63].[CH:72]([Cl:73])([Cl:74])[Cl:75].[F:47][C:48]([F:49])([F:51])[C:52](=[O:50])[O:53][C:54](=[O:55])[C:56]([F:57])([F:58])[F:59].[Na+:64].[Na+:70].[Na+:71].[OH:45][OH:46].[S:65]([O-:66])([O-:67])(=[O:68])=[S:69]>>[C:4]1([CH:8]([CH3:9])[O:10][CH:11]2[CH2:12][CH2:13][CH:14]([n:17]3[c:18]4[n:19]([c:20]([CH2:39][CH2:40][CH3:41])[c:21]([CH2:24][c:25]5[cH:26][cH:27][c:28](-[c:31]6[c:32]([C:37]#[N:38])[cH:33][cH:34][cH:35][cH:36]6)[cH:29][cH:30]5)[c:22]3=[O:23])[n:42][cH:43][n:44]4)[CH2:15][CH2:16]2)([OH:50])[CH2:5][CH2:6][CH2:7]1. The reactants are CCOC1=CC=CC=C1C2CC(=O)NC3=CC4=C(C=C23)OCO4 (FQI-1), COC=1C=CC(=CC1)P2(=S)SP(=S)(S2)C=3C=CC(=CC3)OC (Lawesson's reagent). Solvent: C1(=CC=CC=C1)C (toluene). Product: C(C)OC1=C(C=CC=C1)C1CC(NC=2C=C3C(=CC12)OCO3)=S (8-(2-ethoxyphenyl)-7,8-dihydro-[1,3]dioxolo[4,5-g]quinoline-6(5H)-thione). Yield: 57.1%. As a reaction SMILES: [CH3:1][CH2:2][O:3][C:4]1[C:9]([CH:10]2[C:20]3[C:15](=[CH:16][C:17]4[O:23][CH2:22][O:21][C:18]=4[CH:19]=3)[NH:14][C:12](=O)[CH2:11]2)=[CH:8][CH:7]=[CH:6][CH:5]=1.COC1C=CC(P2(SP(C3C=CC(OC)=CC=3)(=S)S2)=[S:33])=CC=1>C1(C)C=CC=CC=1>[CH2:2]([O:3][C:4]1[CH:5]=[CH:6][CH:7]=[CH:8][C:9]=1[CH:10]1[C:20]2[CH:19]=[C:18]3[O:21][CH2:22][O:23][C:17]3=[CH:16][C:15]=2[NH:14][C:12](=[S:33])[CH2:11]1)[CH3:1]. Procedure details: FQI-1 (200 mg, 1.0 equiv) was weighed into a dry reaction vial under an atmosphere of nitrogen. Dry toluene (4.3 mL) was added, followed by Lawesson's reagent (416 mg, 1.6 equiv). The vial was tightly sealed and the reaction was heated to reflux overnight. After cooling, the solvent was removed in vacuo and the residue was purified by flash column chromatography (gradient of 20% to 70% ethyl acetate in hexanes). Fractions which contained product were pooled to give 120 mg of an impure red oil wh...